This data is from the Open Reaction Database (ORD), a public repository of structured organic reaction records. The task is: describe an organic reaction: reactants, conditions, products, and yield Procedure: To methyl 3-{[ethyl(propyl)amino]carbonyl}-5-(1,3-oxazol-2-yl)benzoate (375 mg, 1.2 mmol) in tetrahydrofuran/methanol/water (1:1:1, 9 mL) is added lithium hydroxide monohydrate (100 mg, 2.4 mmol), and the reaction is stirred at room temperature 16 h. The solution is diluted in chloroform and washed with water and saturated sodium chloride, dried (sodium sulfate), filtered, and concentrated under reduced pressure to give the title compound. ESI MS m/z 301.1 [M−H]−. Run at time 16 hour. Reactants: C(C)N(C(=O)C=1C=C(C(=O)OC)C=C(C1)C=1OC=CN1)CCC (methyl 3-{[ethyl(propyl)amino]carbonyl}-5-(1,3-oxazol-2-yl)benzoate), O.[OH-].[Li+] (lithium hydroxide monohydrate). Solvent: C(Cl)(Cl)Cl (chloroform), O1CCCC1.CO.O (tetrahydrofuran methanol water). RXN SMILES: [CH2:1]([N:3]([CH2:21][CH2:22][CH3:23])[C:4]([C:6]1[CH:7]=[C:8]([CH:13]=[C:14]([C:16]2[O:17][CH:18]=[CH:19][N:20]=2)[CH:15]=1)[C:9]([O:11]C)=[O:10])=[O:5])[CH3:2].O.[OH-].[Li+]>O1CCCC1.CO.O.C(Cl)(Cl)Cl>[CH2:1]([N:3]([CH2:21][CH2:22][CH3:23])[C:4]([C:6]1[CH:7]=[C:8]([CH:13]=[C:14]([C:16]2[O:17][CH:18]=[CH:19][N:20]=2)[CH:15]=1)[C:9]([OH:11])=[O:10])=[O:5])[CH3:2] |f:1.2.3,4.5.6|. Yields the product C(C)N(C(=O)C=1C=C(C(=O)O)C=C(C1)C=1OC=CN1)CCC (3-{[Ethyl(propyl)amino]carbonyl}-5-(1,3-oxazol-2-yl)benzoic acid).